Dataset: the Open Reaction Database (ORD), a public repository of structured organic reaction records. Task: describe an organic reaction: reactants, conditions, products, and yield Starting materials: [OH-].[Na+] (sodium hydroxide), C(C=C)OC=1C=C(C=CC1OC)[N+](=O)[O-] (3-allyloxy-4-methoxynitrobenzene). Run in CS(=O)C (dimethyl sulfoxide). Run at temperature 65 celsius. Yields the product C(C=C)OC1=C(C=CC(=C1)[N+](=O)[O-])O (2-Allyloxy-4-nitrophenol). As a reaction SMILES: [OH-].[Na+].[CH2:3]([O:6][C:7]1[CH:8]=[C:9]([N+:15]([O-:17])=[O:16])[CH:10]=[CH:11][C:12]=1[O:13]C)[CH:4]=[CH2:5]>CS(C)=O>[CH2:3]([O:6][C:7]1[CH:8]=[C:9]([N+:15]([O-:17])=[O:16])[CH:10]=[CH:11][C:12]=1[OH:13])[CH:4]=[CH2:5] |f:0.1|. Reported procedure: To one liter of dimethyl sulfoxide was added 750 mL of 2 N aqueous sodium hydroxide and the mixture was heated to 65° C. The pale yellow solid 3-allyloxy-4-methoxynitrobenzene prepared above was added in portions over a 30-minute period and then the temperature was raised to 95° C. and maintained for 3 hours, after which time the starting material had been consumed. The mixture was allowed to cool and poured into a mixture of 1 L ice and 1 L 2 N HCl. 73 Grams of crude but homogeneous (by tlc 1:1... Starting materials: NC1C(N(C2=C(C(=N1)C1=CC=CC=C1)C=CC=C2)C)=O (3(R,S)-amino-1,3-dihydro-1-methyl-5-phenyl-2H-1,4-benzodiazepin-2-one), C1(CCCCC1)N=C=O (cyclohexylisocyanate). Solvent: O1CCCC1 (tetrahydrofuran). Conditions: time 8 hour. Product: C1(CCCCC1)NC(=O)NC1C(N(C2=C(C(=N1)C1=CC=CC=C1)C=CC=C2)C)=O (N-Cyclohexyl-N'-(2,3-dihydro-1-methyl-2-oxo-5-phenyl-1H-1,4-benzodiazepin-3-yl)-urea). Reaction SMILES: [NH2:1][CH:2]1[N:8]=[C:7]([C:9]2[CH:14]=[CH:13][CH:12]=[CH:11][CH:10]=2)[C:6]2[CH:15]=[CH:16][CH:17]=[CH:18][C:5]=2[N:4]([CH3:19])[C:3]1=[O:20].[CH:21]1([N:27]=[C:28]=[O:29])[CH2:26][CH2:25][CH2:24][CH2:23][CH2:22]1>O1CCCC1>[CH:21]1([NH:27][C:28]([NH:1][CH:2]2[N:8]=[C:7]([C:9]3[CH:14]=[CH:13][CH:12]=[CH:11][CH:10]=3)[C:6]3[CH:15]=[CH:16][CH:17]=[CH:18][C:5]=3[N:4]([CH3:19])[C:3]2=[O:20])=[O:29])[CH2:26][CH2:25][CH2:24][CH2:23][CH2:22]1. Reported procedure: Equimolar amounts of 3(R,S)-amino-1,3-dihydro-1-methyl-5-phenyl-2H-1,4-benzodiazepin-2-one and cyclohexylisocyanate were mixed in 8 ml of dry tetrahydrofuran at room temperature. The reaction mixture was allowed to stand for 8 hours and was then filtered. The collected solids were washed with tetrahydrofuran and dried in vacuo over P2O5 to give the analytical product: m.p. 287°-288° C. Reactants: C(C)(=O)NC1=C(C(=O)O)C=CC(=C1)I (2-acetylamino-4-iodobenzoic acid), CO (methanol), Cl (hydrogen chloride), Cl (hydrogen chloride). Run at time 24 hour. Product: NC1=C(C(=O)OC)C=CC(=C1)I (Methyl 2-amino-4-iodobenzoate). RXN SMILES: C([NH:4][C:5]1[CH:13]=[C:12]([I:14])[CH:11]=[CH:10][C:6]=1[C:7]([OH:9])=[O:8])(=O)C.Cl.[CH3:16]O>>[NH2:4][C:5]1[CH:13]=[C:12]([I:14])[CH:11]=[CH:10][C:6]=1[C:7]([O:9][CH3:16])=[O:8]. Procedure: A solution of 16.1 g of 2-acetylamino-4-iodobenzoic acid (m.p. 233°-5° C.; synthesized in accordance with U.S. Pat. No. 4,762,838) in 325 ml of absolute methanol is saturated at 0° C. with dry hydrogen chloride gas. The mixture is heated to the boil for 15 hours, cooled to room temperature, resaturated using dry hydrogen chloride gas, and allowed to stand at room temperature for 24 hours. The solvent is evaporated in vacuo, the residue is taken up in dichloromethane, and the organic phase is was... Starting materials: CC(CCC1(C(CC(C2=CC=CC=C12)=O)=O)OCC(=O)O)C ({[1-(3-methylbutyl)-2,4-dioxo-1,2,3,4-tetrahydronaphthalen-1-yl]oxy}acetic acid), C1(CCCCC1)N=C=NC1CCCCC1 (1,3-dicyclohexylcarbodiimide). Run in O1CCCC1 (tetrahydrofuran), CO (methanol). Product: COC(COC1(C(CC(C2=CC=CC=C12)=O)=O)CCC(C)C)=O (methyl{[1-(3-methylbutyl)-2,4-dioxo-1,2,3,4-tetrahydronaphthalen-1-yl]oxy}acetate). Yield: 90.4%. Reaction SMILES: [CH3:1][CH:2]([CH3:22])[CH2:3][CH2:4][C:5]1([O:17][CH2:18][C:19]([OH:21])=[O:20])[C:14]2[C:9](=[CH:10][CH:11]=[CH:12][CH:13]=2)[C:8](=[O:15])[CH2:7][C:6]1=[O:16].[CH:23]1(N=C=NC2CCCCC2)CCCCC1>O1CCCC1.CO>[CH3:23][O:20][C:19](=[O:21])[CH2:18][O:17][C:5]1([CH2:4][CH2:3][CH:2]([CH3:22])[CH3:1])[C:14]2[C:9](=[CH:10][CH:11]=[CH:12][CH:13]=2)[C:8](=[O:15])[CH2:7][C:6]1=[O:16]. Procedure: A solution of Example 40B (20 mg, 0.066 mmol), 1,3-dicyclohexylcarbodiimide (20 mg, 0.1 mmol) in tetrahydrofuran (2 mL) and methanol (0.5 mL) was stirred at 25° C. for 16 hours. The solution was and concentrated in vacuo. Column chromatography on silica (7% methanol/dichloromethane) afforded the title compound (19 mg, 91%). 1H NMR (300 MHz, DMSO-d6) δ ppm 0.37-0.47 (m, 1H), 0.68 (dd, J=13.24, 6.62 Hz, 6H), 0.76-0.91 (m, 1H), 1.15-1.34 (m, 1H), 1.81-1.98 (m, 1H), 2.05-2.22 (m, 1H), 3.40 (d, J=15.... The reactants are C1(=CC=CC2=CC=CC=C12)C(=O)O (1-naphthoic acid), C=O (formaldehyde), S(O)(O)(=O)=O (sulfuric acid). Solvent: C(C)(=O)O (acetic acid). Conditions: temperature 110 celsius. Yields the product C1(=CC=CC2=CC=CC=C12)C(=O)O.C=O (1-naphthoic acid formaldehyde). Isolated yield 54.9%. Reaction SMILES: [C:1]1([C:11]([OH:13])=[O:12])[C:10]2[C:5](=[CH:6][CH:7]=[CH:8][CH:9]=2)[CH:4]=[CH:3][CH:2]=1.[CH2:14]=[O:15].S(=O)(=O)(O)O>C(O)(=O)C>[C:1]1([C:11]([OH:13])=[O:12])[C:10]2[C:5](=[CH:6][CH:7]=[CH:8][CH:9]=2)[CH:4]=[CH:3][CH:2]=1.[CH2:14]=[O:15] |f:4.5|. Procedure details: A solution of 17.2 g (0.100 mole) 1-naphthoic acid and 8.1 g (0.100 mole) 37% formaldehyde in 85 ml. glacial acetic acid was stirred and maintained at a temperature of 90°-110° C. during addition of 5.6 ml. (0.100 mole) 96% sulfuric acid over 10 minutes. The solution was maintained at 110° C. for another 24 hours, during which time the solution became progressively darker in color and some solids appeared. On cooling to 50° C., heavy precipitation of white solids occurred. Addition of 150 ml. wa... The reactants are C(=O)([O-])[O-].[K+].[K+] (K2CO3), IC (iodomethane), CC1(CC(N(N1)C1=NC=C(C=C1)C#CC1=CC=CC=C1)=O)C (5,5-Dimethyl-2-(5-phenylethynyl-pyridin-2-yl)-pyrazolidin-3-one). The solvent is C(C)#N (ACN). Run at temperature 80 celsius, time 16 hour. Yields the product CN1N(C(CC1(C)C)=O)C1=NC=C(C=C1)C#CC1=CC=CC=C1 (1,5,5-trimethyl-2-(5-phenylethynyl-pyridin-2-yl)-pyrazolidin-3-one). Yield: 49.1%. RXN SMILES: [CH3:1][C:2]1([CH3:22])[NH:6][N:5]([C:7]2[CH:12]=[CH:11][C:10]([C:13]#[C:14][C:15]3[CH:20]=[CH:19][CH:18]=[CH:17][CH:16]=3)=[CH:9][N:8]=2)[C:4](=[O:21])[CH2:3]1.[C:23]([O-])([O-])=O.[K+].[K+].IC>C(#N)C>[CH3:23][N:6]1[C:2]([CH3:22])([CH3:1])[CH2:3][C:4](=[O:21])[N:5]1[C:7]1[CH:12]=[CH:11][C:10]([C:13]#[C:14][C:15]2[CH:20]=[CH:19][CH:18]=[CH:17][CH:16]=2)=[CH:9][N:8]=1 |f:1.2.3|. Procedure details: (35 mg, 120 μmol) 5,5-Dimethyl-2-(5-phenylethynyl-pyridin-2-yl)-pyrazolidin-3-one (Example 1, step 4) was dissolved in ACN (2 ml). K2CO3 (33 mg, 240 μmol, 2 equiv.) and iodomethane (22 mg, 156 μmol, 1.3 equiv.) were added and the mixture was stirred for 16 hours at 80° C. The reaction mixture was evaporated and extracted with water and two times with ethyl acetate. The organic layers were extracted with brine, dried with sodium sulfate and evaporated to dryness. The crude product was purified by...